This data is from the Open Reaction Database (ORD), a public repository of structured organic reaction records. The task is: describe an organic reaction: reactants, conditions, products, and yield Starting materials: OCC(C)(C)NC(=O)C1=CN(C2=NC=C(N=C21)NC=2C=NN(C2)C)COCC[Si](C)(C)C (N-(1-hydroxy-2-methylpropan-2-yl)-2-(1-methyl-1H-pyrazol-4-ylamino)-5-((2-(trimethylsilyl)ethoxy)methyl)-5H-pyrrolo[2,3-b]pyrazine-7-carboxamide), FC(C(=O)O)(F)F (trifluoroacetic acid). Run in ClCCl (dichloromethane), CO (methanol), [OH-].[NH4+] (ammonium hydroxide), ClCCl (dichloromethane). Conditions: time 16 hour. The product is OCC(C)(C)NC(=O)C1=CNC2=NC=C(N=C21)NC=2C=NN(C2)C (N-(1-hydroxy-2-methylpropan-2-yl)-2-(1-methyl-1H-pyrazol-4-ylamino)-5H-pyrrolo[2,3-b]pyrazine-7-carboxamide). Yield: 64.3%. RXN SMILES: [OH:1][CH2:2][C:3]([NH:6][C:7]([C:9]1[C:17]2[C:12](=[N:13][CH:14]=[C:15]([NH:18][C:19]3[CH:20]=[N:21][N:22]([CH3:24])[CH:23]=3)[N:16]=2)[N:11](COCC[Si](C)(C)C)[CH:10]=1)=[O:8])([CH3:5])[CH3:4].FC(F)(F)C(O)=O>ClCCl.CO.[OH-].[NH4+]>[OH:1][CH2:2][C:3]([NH:6][C:7]([C:9]1[C:17]2[C:12](=[N:13][CH:14]=[C:15]([NH:18][C:19]3[CH:20]=[N:21][N:22]([CH3:24])[CH:23]=3)[N:16]=2)[NH:11][CH:10]=1)=[O:8])([CH3:5])[CH3:4] |f:4.5|. Procedure details: To a solution of N-(1-hydroxy-2-methylpropan-2-yl)-2-(1-methyl-1H-pyrazol-4-ylamino)-5-((2-(trimethylsilyl)ethoxy)methyl)-5H-pyrrolo[2,3-b]pyrazine-7-carboxamide (26 mg, 56.6 mol) in dichloromethane (1 mL) was added trifluoroacetic acid (129 mg, 87.2 μL, 1.13 mmol) and the mixture stirred at room temperature for 16 h. The reaction mixture was concentrated in vacuo and the residue obtained diluted with dichloromethane (1 mL), methanol (0.5 mL) and ammonium hydroxide (0.15 mL) and stirred at room ...